This data is from the Open Reaction Database (ORD), a public repository of structured organic reaction records. The task is: describe an organic reaction: reactants, conditions, products, and yield RXN SMILES: [CH3:50][C:51](=[O:52])[OH:53].[Cl:1][C:2]([CH2:3][O:4][C:5]([N:6]([CH2:7][c:8]1[c:9]([F:15])[cH:10][c:11]([F:14])[cH:12][cH:13]1)[CH:16]1[CH2:17][NH:18][CH:19]([C:21](=[O:22])[N:23]2[CH2:24][CH2:25][N:26]([c:29]3[c:30]([C:35]#[N:36])[cH:31][cH:32][cH:33][cH:34]3)[CH2:27][CH2:28]2)[CH2:20]1)=[O:37])([Cl:38])[Cl:39].[Cl:54][CH2:55][Cl:56].[F:40][c:41]1[c:42]([CH:43]=[O:44])[cH:45][cH:46][cH:47][c:48]1[F:49]>>[Cl:1][C:2]([CH2:3][O:4][C:5]([N:6]([CH2:7][c:8]1[c:9]([F:15])[cH:10][c:11]([F:14])[cH:12][cH:13]1)[CH:16]1[CH2:17][N:18]([CH2:43][c:42]2[c:41]([F:40])[c:48]([F:49])[cH:47][cH:46][cH:45]2)[CH:19]([C:21](=[O:22])[N:23]2[CH2:24][CH2:25][N:26]([c:29]3[c:30]([C:35]#[N:36])[cH:31][cH:32][cH:33][cH:34]3)[CH2:27][CH2:28]2)[CH2:20]1)=[O:37])([Cl:38])[Cl:39]. Product: N#Cc1ccccc1N1CCN(C(=O)C2CC(N(Cc3ccc(F)cc3F)C(=O)OCC(Cl)(Cl)Cl)CN2Cc2cccc(F)c2F)CC1. The reactants are CC(=O)O, N#Cc1ccccc1N1CCN(C(=O)C2CC(N(Cc3ccc(F)cc3F)C(=O)OCC(Cl)(Cl)Cl)CN2)CC1, ClCCl, O=Cc1cccc(F)c1F.